This data is from the Open Reaction Database (ORD), a public repository of structured organic reaction records. The task is: describe an organic reaction: reactants, conditions, products, and yield Reactants: CC1CC2CNC(CNC(=O)c3cccc4c3OCCO4)C2C1, Cc1cccc(-c2sc(C)nc2C(=O)O)c1. The product is Cc1cccc(-c2sc(C)nc2C(=O)N2CC3CC(C)CC3C2CNC(=O)c2cccc3c2OCCO3)c1. As a reaction SMILES: [CH3:1][CH:2]1[CH2:3][CH:4]2[CH2:5][NH:6][CH:7]([CH2:10][NH:11][C:12](=[O:13])[c:14]3[cH:15][cH:16][cH:17][c:18]4[c:23]3[O:22][CH2:21][CH2:20][O:19]4)[CH:8]2[CH2:9]1.[CH3:24][c:25]1[s:26][c:27](-[c:33]2[cH:34][c:35]([CH3:39])[cH:36][cH:37][cH:38]2)[c:28]([C:30](=[O:31])[OH:32])[n:29]1>>[CH3:1][CH:2]1[CH2:3][CH:4]2[CH2:5][N:6]([C:30]([c:28]3[c:27](-[c:33]4[cH:34][c:35]([CH3:39])[cH:36][cH:37][cH:38]4)[s:26][c:25]([CH3:24])[n:29]3)=[O:31])[CH:7]([CH2:10][NH:11][C:12](=[O:13])[c:14]3[cH:15][cH:16][cH:17][c:18]4[c:23]3[O:22][CH2:21][CH2:20][O:19]4)[CH:8]2[CH2:9]1. Starting materials: C(CCCCC)[C@@H]1C(O[C@H]1C[C@@H](CCC=C)O)=O ((S)-3-hexyl-(S)-4-[(R)-2-hydroxy-5-hexenyl)-2-oxetanone), C(=O)N[C@@H](CC(C)C)C(=O)O (N-formyl-L-leucine). Product: C(CCCCC)[C@H]1[C@@H](OC1=O)CC(CCC=C)OC([C@@H](NC=O)CC(C)C)=O (N-formyl-L-leucine 1-[(trans-3-hexyl-4-oxo-2-oxetanyl)methyl]-4-pentenyl ester). As a reaction SMILES: [CH2:1]([C@H:7]1[C@H:10]([CH2:11][C@H:12]([OH:17])[CH2:13][CH2:14][CH:15]=[CH2:16])[O:9][C:8]1=[O:18])[CH2:2][CH2:3][CH2:4][CH2:5][CH3:6].[CH:19]([NH:21][C@H:22]([C:27](O)=[O:28])[CH2:23][CH:24]([CH3:26])[CH3:25])=[O:20]>>[CH2:1]([C@@H:7]1[C:8](=[O:18])[O:9][C@H:10]1[CH2:11][CH:12]([O:17][C:27](=[O:28])[C@H:22]([CH2:23][CH:24]([CH3:26])[CH3:25])[NH:21][CH:19]=[O:20])[CH2:13][CH2:14][CH:15]=[CH2:16])[CH2:2][CH2:3][CH2:4][CH2:5][CH3:6]. Reported procedure: by esterifying (S)-3-hexyl-(S)-4-[(R)-2-hydroxy-5-hexenyl)-2-oxetanone with N-formyl-L-leucine there was obtained Reactants: NC=1SC=C(N1)C(C(=O)OCC)=O (ethyl 2-aminothiazole-4-ylglyoxylate), C1(=CC=C(C=C1)S(=O)(=O)N=C=O)C (p-toluenesulfonyl isocyanate). The solvent is CN(C=O)C (dimethylformamide). Product: C1(=CC=C(C=C1)S(=O)(=O)NC(NC=1SC=C(N1)C(C(=O)OCC)=O)=O)C (Ethyl 2-(3-p-toluenesulfonylureido)thiazol-4-ylglyoxylate). As a reaction SMILES: [NH2:1][C:2]1[S:3][CH:4]=[C:5]([C:7](=[O:13])[C:8]([O:10][CH2:11][CH3:12])=[O:9])[N:6]=1.[C:14]1([CH3:26])[CH:19]=[CH:18][C:17]([S:20]([N:23]=[C:24]=[O:25])(=[O:22])=[O:21])=[CH:16][CH:15]=1>CN(C)C=O>[C:14]1([CH3:26])[CH:15]=[CH:16][C:17]([S:20]([NH:23][C:24](=[O:25])[NH:1][C:2]2[S:3][CH:4]=[C:5]([C:7](=[O:13])[C:8]([O:10][CH2:11][CH3:12])=[O:9])[N:6]=2)(=[O:21])=[O:22])=[CH:18][CH:19]=1. Procedure: Following a procedure similar to that described in Preparation 1, the desired compound was prepared from 6 g of ethyl 2-aminothiazole-4-ylglyoxylate, 6 g of p-toluenesulfonyl isocyanate and 40 ml of dimethylformamide. The resulting product was a pale yellow powder having the following physical properties. The reactants are [BH4-], CC(=O)c1cccc(O[Si](C)(C)C(C)(C)C)c1, CO, [Na+]. The product is CC(O)c1cccc(O[Si](C)(C)C(C)(C)C)c1. Reaction SMILES: [BH4-:18].[C:1]([CH3:2])([CH3:3])([CH3:4])[Si:5]([O:6][c:7]1[cH:8][c:9]([C:13]([CH3:14])=[O:15])[cH:10][cH:11][cH:12]1)([CH3:16])[CH3:17].[CH3:20][OH:21].[Na+:19]>>[C:1]([CH3:2])([CH3:3])([CH3:4])[Si:5]([O:6][c:7]1[cH:8][c:9]([CH:13]([CH3:14])[OH:15])[cH:10][cH:11][cH:12]1)([CH3:16])[CH3:17]. Starting materials: CCCCCCCCCCC=CCCCNc1ccc(CC(=O)O)cc1, CN(C)P(=O)(N(C)C)N(C)C, OCC(O)CCl, [Na+], [OH-], O. The product is CCCCCCCCCCC=CCCCNc1ccc(CC(=O)OCC(O)CO)cc1. RXN SMILES: [CH2:1]([CH2:2][CH2:3][CH:4]=[CH:5][CH2:6][CH2:7][CH2:8][CH2:9][CH2:10][CH2:11][CH2:12][CH2:13][CH2:14][CH3:15])[NH:16][c:17]1[cH:18][cH:19][c:20]([CH2:23][C:24](=[O:25])[OH:26])[cH:21][cH:22]1.[CH3:27][N:28]([P:29]([N:30]([CH3:31])[CH3:32])([N:33]([CH3:34])[CH3:35])=[O:36])[CH3:37].[Cl:40][CH2:41][CH:42]([CH2:43][OH:44])[OH:45].[Na+:39].[OH-:38].[OH2:46]>>[CH2:1]([CH2:2][CH2:3][CH:4]=[CH:5][CH2:6][CH2:7][CH2:8][CH2:9][CH2:10][CH2:11][CH2:12][CH2:13][CH2:14][CH3:15])[NH:16][c:17]1[cH:18][cH:19][c:20]([CH2:23][C:24](=[O:25])[O:26][CH2:41][CH:42]([CH2:43][OH:44])[OH:45])[cH:21][cH:22]1.